From a dataset of the Open Reaction Database (ORD), a public repository of structured organic reaction records. describe an organic reaction: reactants, conditions, products, and yield The reactants are C1CCOC1, CN, [CH3], CCOC(C)=O, [Cl-], O=[N+]([O-])c1cccc(S(=O)(=O)Cl)c1, [Na+]. Product: CNS(=O)(=O)c1cccc([N+](=O)[O-])c1. RXN SMILES: [CH2:17]1[O:18][CH2:19][CH2:20][CH2:21]1.[CH3:14][NH2:15].[CH3:16].[CH3:24][CH2:25][O:26][C:27](=[O:28])[CH3:29].[Cl-:23].[N+:1](=[O:2])([O-:3])[c:4]1[cH:5][c:6]([S:10](=[O:11])(=[O:12])[Cl:13])[cH:7][cH:8][cH:9]1.[Na+:22]>>[N+:1](=[O:2])([O-:3])[c:4]1[cH:5][c:6]([S:10](=[O:11])(=[O:12])[NH:15][CH3:14])[cH:7][cH:8][cH:9]1. The reactants are ClCCCBr, CN(C)C=O, [H-], [Na+], O, CC(=O)c1ccc(O)c(N(C)C)c1. Yields the product CC(=O)c1ccc(OCCCCl)c(N(C)C)c1. Reaction SMILES: [Br:16][CH2:17][CH2:18][CH2:19][Cl:20].[CH3:22][N:23]([CH3:24])[CH:25]=[O:26].[H-:1].[Na+:2].[OH2:21].[OH:3][c:4]1[c:5]([N:13]([CH3:14])[CH3:15])[cH:6][c:7]([C:10]([CH3:11])=[O:12])[cH:8][cH:9]1>>[O:3]([c:4]1[c:5]([N:13]([CH3:14])[CH3:15])[cH:6][c:7]([C:10]([CH3:11])=[O:12])[cH:8][cH:9]1)[CH2:17][CH2:18][CH2:19][Cl:20].